From a dataset of the Open Reaction Database (ORD), a public repository of structured organic reaction records. describe an organic reaction: reactants, conditions, products, and yield Solvent: CN(C=O)C (dimethylforamide). Yield: 66.4%. Conditions: temperature 90 celsius, time 8 hour. Procedure details: First stage: A solution prepared by dissolving 500 g of 3-[(6-bromohexyloxy)methyl]-3-ethyloxetane, 297 g of 4-hydoxybenzoic acid and 490 g of potassium carbonate in 3 L of dimethylforamide was stirred at 90° C. for 8 hours. After adding 4 L of water to the reaction mixture, it was extracted with 4 L of toluene. The organic layer was washed with water, and then the solvent was distilled off. Added to the resulting residue were 200 g of sodium hydroxide, 1 L of water and 2.5 L of ethanol, and the... The reactants are O (water), BrCCCCCCOCC1(COC1)CC (3-[(6-bromohexyloxy)methyl]-3-ethyloxetane), OC1=CC=C(C(=O)O)C=C1 (4-hydoxybenzoic acid), C([O-])([O-])=O.[K+].[K+] (potassium carbonate). RXN SMILES: Br[CH2:2][CH2:3][CH2:4][CH2:5][CH2:6][CH2:7][O:8][CH2:9][C:10]1([CH2:14][CH3:15])[CH2:13][O:12][CH2:11]1.[OH:16][C:17]1[CH:25]=[CH:24][C:20]([C:21]([OH:23])=[O:22])=[CH:19][CH:18]=1.C(=O)([O-])[O-].[K+].[K+].O>CN(C)C=O>[CH2:14]([C:10]1([CH2:9][O:8][CH2:7][CH2:6][CH2:5][CH2:4][CH2:3][CH2:2][O:16][C:17]2[CH:25]=[CH:24][C:20]([C:21]([OH:23])=[O:22])=[CH:19][CH:18]=2)[CH2:13][O:12][CH2:11]1)[CH3:15] |f:2.3.4|. Product: C(C)C1(COC1)COCCCCCCOC1=CC=C(C(=O)O)C=C1 (4-[6-(3-ethyloxetane-3-ylmethoxy) hexyloxy]benzoic acid). Reactants: C(C)(C)(C)OC(=O)N1CC2=CC(=CC=C2CC1)O (7-hydroxy-1,2,3,4-tetrahydroisoquinoline-2-carboxylic acid tert-butyl ester), OCC1CCN(CC1)C1=CC=NC=C1 (4-hydroxymethyl-1-(pyridin-4-yl)piperidine), C1(=CC=CC=C1)P(C1=CC=CC=C1)C1=CC=CC=C1 (triphenylphosphine), N(=NC(=O)OC(C)C)C(=O)OC(C)C (diisopropyl azodicarboxylate). Run in O1CCCC1 (tetrahydrofuran), C(Cl)Cl (methylene chloride). Run at time 24 hour. Product: C(C)(C)(C)OC(=O)N1CC2=CC(=CC=C2CC1)OCC1CCN(CC1)C1=CC=NC=C1 (7-[1-(Pyridin-4-yl)piperidin-4-ylmethoxy]-1,2,3,4-tetrahydroisoquinoline-2-carboxylic Acid tert-Butyl Ester). Isolated yield 75.7%. RXN SMILES: [C:1]([O:5][C:6]([N:8]1[CH2:17][CH2:16][C:15]2[C:10](=[CH:11][C:12]([OH:18])=[CH:13][CH:14]=2)[CH2:9]1)=[O:7])([CH3:4])([CH3:3])[CH3:2].O[CH2:20][CH:21]1[CH2:26][CH2:25][N:24]([C:27]2[CH:32]=[CH:31][N:30]=[CH:29][CH:28]=2)[CH2:23][CH2:22]1.C1(P(C2C=CC=CC=2)C2C=CC=CC=2)C=CC=CC=1.N(C(OC(C)C)=O)=NC(OC(C)C)=O>O1CCCC1.C(Cl)Cl>[C:1]([O:5][C:6]([N:8]1[CH2:17][CH2:16][C:15]2[C:10](=[CH:11][C:12]([O:18][CH2:20][CH:21]3[CH2:22][CH2:23][N:24]([C:27]4[CH:28]=[CH:29][N:30]=[CH:31][CH:32]=4)[CH2:25][CH2:26]3)=[CH:13][CH:14]=2)[CH2:9]1)=[O:7])([CH3:4])([CH3:2])[CH3:3]. Reported procedure: To a mixture of 7-hydroxy-1,2,3,4-tetrahydroisoquinoline-2-carboxylic acid tert-butyl ester (389 mg) and 4-hydroxymethyl-1-(pyridin-4-yl)piperidine (300 mg) in tetrahydrofuran (15 ml) and methylene chloride (5 ml) were added triphenylphosphine (450 mg) and diisopropyl azodicarboxylate (0.34 ml) and the mixture was stirred at room temperature for 24 hours. After completion of the reaction, the reaction mixture was concentrated under reduced pressure and the obtained residue was purified by silica... Reactants: CC(C)(C)OC(=O)CBr, Oc1ccc(-c2ccccc2F)nc1, [H-], [Na+], CN(C)C=O. The product is CC(C)(C)OC(=O)COc1ccc(-c2ccccc2F)nc1. As a reaction SMILES: [C:17]([CH3:18])([CH3:19])([CH3:20])[O:21][C:22]([CH2:23][Br:24])=[O:25].[F:3][c:4]1[c:5](-[c:10]2[cH:11][cH:12][c:13]([OH:16])[cH:14][n:15]2)[cH:6][cH:7][cH:8][cH:9]1.[H-:1].[Na+:2].[O:26]=[CH:27][N:28]([CH3:29])[CH3:30]>>[F:3][c:4]1[c:5](-[c:10]2[cH:11][cH:12][c:13]([O:16][CH2:23][C:22]([O:21][C:17]([CH3:18])([CH3:19])[CH3:20])=[O:25])[cH:14][n:15]2)[cH:6][cH:7][cH:8][cH:9]1. The reactants are ClC=1C=C(N)C=CC1C (3-chloro-4-methylaniline), S(O)(O)(=O)=O (sulfuric acid), N(=O)[O-].[Na+] (sodium nitrite), S(O)(O)(=O)=O (sulfuric acid), CCCCCC (hexane). Solvent: O (water), O (water), O (water). Conditions: time 30 minute. Yields the product ClC=1C=C(C=CC1C)O (3-chloro-4-methylphenol). Isolated yield 91.0%. As a reaction SMILES: [Cl:1][C:2]1[CH:3]=[C:4]([CH:6]=[CH:7][C:8]=1[CH3:9])N.S(=O)(=O)(O)[OH:11].N([O-])=O.[Na+].CCCCCC>O>[Cl:1][C:2]1[CH:3]=[C:4]([OH:11])[CH:6]=[CH:7][C:8]=1[CH3:9] |f:2.3|. Procedure details: 283.0 g of 3-chloro-4-methylaniline, 1000 ml of water and 500 ml of concentrated sulfuric acid were mixed, initially at room temperature. The temperature of the mixture rose to 95° C. The mixture was stirred at room temperature for 30 minutes, cooled to 5° C. and a solution of 145 g of sodium nitrite in 500 ml of water was slowly added (1.5 hours) to the stirred mixture at 5°-10° C., then the mixture was stirred at about 5° C. for one hour. The resulting solution was added over two hours to a st... RXN SMILES: NC1[O:3][CH:4]2[CH:9]([OH:10])[CH:8]([OH:11])[C:7]([CH2:13][OH:14])([OH:12])[CH:5]2[N:6]=1.O>Cl>[NH2:6][CH:5]1[C:7]([CH2:13][OH:14])([OH:12])[CH:8]([OH:11])[CH:9]([OH:10])[CH:4]1[OH:3]. Procedure details: A solution of 16 mg of powdery 2-amino-4-(hydroxymethyl)-3a,5,6,6a-tetrahydro-4H-cyclopent[d]oxazole-4,5,6-triol dissolved in 2 ml of 6N aqueous hydrochloric acid was sealed in an ampoule and then hydrolyzed by heating at 100° C. for 24 hours. At the end of this time, water was added to the hydrolyzate, and the resulting mixture was concentrated to dryness by evaporation under reduced pressure. The residue was again dissolved in water, and the resulting solution was again concentrated to dryness... Isolated yield 44.2%. Starting materials: NC=1OC2C(N1)C(C(C2O)O)(O)CO (2-amino-4-(hydroxymethyl)-3a,5,6,6a-tetrahydro-4H-cyclopent[d]oxazole-4,5,6-triol), O (water). Conditions: temperature 100 celsius. Solvent: Cl (hydrochloric acid). The product is NC1C(C(C(C1(O)CO)O)O)O (5-amino-1-(hydroxymethyl)cyclopentane-1,2,3,4-tetraol). Reactants: C1N(CC2C1CNC2)C2=NC1=CC=CC=C1N=C2 (2-(hexahydro-pyrrolo[3,4-c]pyrrol-2-yl)-quinoxaline), C1N(CC2C1CNC2)C2=NC1=CC=CC=C1N=C2 (2-(hexahydro-pyrrolo[3,4-c]pyrrol-2-yl)-quinoxaline), C(C)OC1=C(C2=CC=CC=C2C=C1)C(=O)O (2-ethoxy-naphthalene-1-carboxylic acid). Product: C(C)OC1=C(C2=CC=CC=C2C=C1)C(=O)N1CC2C(C1)CN(C2)C2=NC1=CC=CC=C1N=C2 (2-{5-[(2-Ethoxynaphthalen-1-yl)carbonyl]hexahydropyrrolo[3,4-c]pyrrol-2(1H)-yl}quinoxaline). RXN SMILES: [CH2:1]1[CH:5]2[CH2:6][NH:7][CH2:8][CH:4]2[CH2:3][N:2]1[C:9]1[CH:18]=[N:17][C:16]2[C:11](=[CH:12][CH:13]=[CH:14][CH:15]=2)[N:10]=1.[CH2:19]([O:21][C:22]1[CH:31]=[CH:30][C:29]2[C:24](=[CH:25][CH:26]=[CH:27][CH:28]=2)[C:23]=1[C:32](O)=[O:33])[CH3:20]>>[CH2:19]([O:21][C:22]1[CH:31]=[CH:30][C:29]2[C:24](=[CH:25][CH:26]=[CH:27][CH:28]=2)[C:23]=1[C:32]([N:7]1[CH2:6][CH:5]2[CH2:1][N:2]([C:9]3[CH:18]=[N:17][C:16]4[C:11](=[CH:12][CH:13]=[CH:14][CH:15]=4)[N:10]=3)[CH2:3][CH:4]2[CH2:8]1)=[O:33])[CH3:20]. Procedure details: The title compound was prepared in a manner analogous to Example 15 utilizing 2-(hexahydro-pyrrolo[3,4-c]pyrrol-2-yl)-quinoxaline (Intermediate 35) and 2-ethoxy-naphthalene-1-carboxylic acid. MS (ESI): mass calculated for C27H26N4O2, 438.53; m/z found 439.2 [M+H]+. 1H NMR (400 MHz, CDCl3): 8.32 (d, J=16.4, 1H), 7.95-7.55 (m, 6H), 7.52-7.17 (m, 4H), 4.34-2.94 (m, 12H), 1.49-1.19 (m, 3H). The reactants are CC1=C(C=O)C=CC=C1 (2-methylbenzaldehyde), C(C)OC(CC(N)=N)=O (amidinoacetic acid ethyl ester). The solvent is C(C)O (ethanol), C(C)O (ethanol). The product is C(C)OC(=O)C1=C(NC(=C(C1C1=C(C=CC=C1)C)C(=O)OCC)N)N (2,6-diamino-4-(2-methylphenyl)-1,4-dihydropyridine-3,5-dicarboxylic acid diethyl ester). The yield is 67.0%. As a reaction SMILES: [CH3:1][C:2]1[CH:9]=[CH:8][CH:7]=[CH:6][C:3]=1[CH:4]=O.[CH2:10]([O:12][C:13](=[O:18])[CH2:14][C:15](=[NH:17])[NH2:16])[CH3:11]>C(O)C>[CH2:10]([O:12][C:13]([C:14]1[CH:4]([C:3]2[CH:6]=[CH:7][CH:8]=[CH:9][C:2]=2[CH3:1])[C:14]([C:13]([O:12][CH2:10][CH3:11])=[O:18])=[C:15]([NH2:16])[NH:17][C:15]=1[NH2:16])=[O:18])[CH3:11]. Procedure details: Upon boiling a solution of 6.0 g 2-methylbenzaldehyde and 13.0 g amidinoacetic acid ethyl ester in 150 ml ethanol for two hours, 2,6-diamino-4-(2-methylphenyl)-1,4-dihydropyridine-3,5-dicarboxylic acid diethyl ester of m.p. 158° C (ethanol) is obtained. Procedure: The same procedure as in Example 1 was repeated except that 10.0 g of 1,4-naphthoquinone was added to 200 g of a mixed acid consisting of 83 percent by weight of sulfuric acid, 4 percent by weight of nitric acid and 13 percent by weight of water with maintaining a temperature of 5° to 10°C, to obtain 8.9 g of brown-colored crude 5-nitro-1,4-naphthoquinone of a melting point of 140°C. The D.V.S. of the reaction mixture after reaction was 6.1. The crude product was purified to obtain the similar r... Starting materials: C1(C=CC(C2=CC=CC=C12)=O)=O (1,4-naphthoquinone), [N+](=O)(O)[O-] (nitric acid), mixed acid, S(O)(O)(=O)=O (sulfuric acid). Run in O (water). The product is [N+](=O)([O-])C1=C2C(C=CC(C2=CC=C1)=O)=O (5-nitro-1,4-naphthoquinone). RXN SMILES: [C:1]1(=[O:12])[C:10]2[C:5](=[CH:6][CH:7]=[CH:8][CH:9]=2)[C:4](=[O:11])[CH:3]=[CH:2]1.S(=O)(=O)(O)O.[N+:18]([O-])([OH:20])=[O:19]>O>[N+:18]([C:6]1[CH:7]=[CH:8][CH:9]=[C:10]2[C:5]=1[C:4](=[O:11])[CH:3]=[CH:2][C:1]2=[O:12])([O-:20])=[O:19]. Reactants: CC1=C(C=CC(=C1)N1C[C@H](CC1)N1[C@H](CCC1)C)N (2-methyl-4-(2-(S)-methyl-[1,3′(S)]bipyrrolidinyl-1′-yl)-phenylamine), FC=1C=C(C(=O)O)C=CC1 (3-fluoro-benzoic acid). The product is FC=1C=C(C(=O)NC2=C(C=C(C=C2)N2C[C@H](CC2)N2[C@H](CCC2)C)C)C=CC1 (3-Fluoro-N-[2-methyl-4-(2-(S)-methyl-[1,3′(S)]bipyrrolidinyl-1′-yl)-phenyl]-benzamide). As a reaction SMILES: [CH3:1][C:2]1[CH:7]=[C:6]([N:8]2[CH2:12][CH2:11][C@H:10]([N:13]3[CH2:17][CH2:16][CH2:15][C@@H:14]3[CH3:18])[CH2:9]2)[CH:5]=[CH:4][C:3]=1[NH2:19].[F:20][C:21]1[CH:22]=[C:23]([CH:27]=[CH:28][CH:29]=1)[C:24](O)=[O:25]>>[F:20][C:21]1[CH:22]=[C:23]([CH:27]=[CH:28][CH:29]=1)[C:24]([NH:19][C:3]1[CH:4]=[CH:5][C:6]([N:8]2[CH2:12][CH2:11][C@H:10]([N:13]3[CH2:17][CH2:16][CH2:15][C@@H:14]3[CH3:18])[CH2:9]2)=[CH:7][C:2]=1[CH3:1])=[O:25]. Procedure details: The title compound was prepared in a manner substantially the same as Example 1 by coupling 2-methyl-4-(2-(S)-methyl-[1,3′(S)]bipyrrolidinyl-1′-yl)-phenylamine with 3-fluoro-benzoic acid. LCMS: RT=2.26 minutes, MS: 382 (M+H). As a reaction SMILES: [CH3:20][OH:21].[F:1][c:2]1[c:3]([N:10]=[N:11][c:12]2[cH:13][cH:14][cH:15][cH:16][cH:17]2)[cH:4][cH:5][c:6]([OH:9])[c:7]1[F:8].[H:18][H:19]>>[F:1][c:2]1[c:3]([NH2:10])[cH:4][cH:5][c:6]([OH:9])[c:7]1[F:8]. The reactants are CO, Oc1ccc(N=Nc2ccccc2)c(F)c1F, [H][H]. Yields the product Nc1ccc(O)c(F)c1F.